Dataset: the Open Reaction Database (ORD), a public repository of structured organic reaction records. Task: describe an organic reaction: reactants, conditions, products, and yield Yields the product [Si](C)(C)(C(C)(C)C)O[C@@H]1C=2C(=C(C(=NC2CC(C1)(C)C)C(C)C)[C@H](O)C1=CC=C(C=C1)OC(C)C)C=1CCOCC1 ((R)—((S)-5-(tert-butyldimethylsilyloxy)-4-(3,6-dihydro-2H-pyran-4-yl)-2-isopropyl-7,7-dimethyl-5,6,7,8-tetrahydroquinolin-3-yl)(4-isopropoxyphenyl)methanol). The reactants are [F-].[Cs+] (caesium fluoride), [Si](C)(C)(C(C)(C)C)O[C@@H]1C=2C(=C(C(=NC2CC(C1)(C)C)C(C)C)[C@H](O)C1=CC=C(C=C1)OC(C)C)I ((R)—((S)-5-(tert-butyldimethylsilyloxy)-4-iodo-2-isopropyl-7,7-dimethyl-5,6,7,8-tetrahydroquinolin-3-yl)(4-isopropoxyphenyl)methanol), C([O-])([O-])=O.[Cs+].[Cs+] (caesium carbonate), O1CCC(=CC1)B1OC(C(O1)(C)C)(C)C (2-(3,6-dihydro-2H-pyran-4-yl)-4,4,5,5-tetramethyl-1,3,2-dioxaborolane), solution. Reported procedure: Obtained by starting from (R)—((S)-5-(tert-butyldimethylsilyloxy)-4-iodo-2-isopropyl-7,7-dimethyl-5,6,7,8-tetrahydroquinolin-3-yl)(4-isopropoxyphenyl)methanol and 2-(3,6-dihydro-2H-pyran-4-yl)-4,4,5,5-tetramethyl-1,3,2-dioxaborolane. A 2 M solution of caesium carbonate in water is used instead caesium fluoride. The reaction is run in tetrahydrofurane/toluene 5:1. RXN SMILES: [Si:1]([O:8][C@H:9]1[CH2:18][C:17]([CH3:20])([CH3:19])[CH2:16][C:15]2[N:14]=[C:13]([CH:21]([CH3:23])[CH3:22])[C:12]([C@@H:24]([C:26]3[CH:31]=[CH:30][C:29]([O:32][CH:33]([CH3:35])[CH3:34])=[CH:28][CH:27]=3)[OH:25])=[C:11](I)[C:10]1=2)([C:4]([CH3:7])([CH3:6])[CH3:5])([CH3:3])[CH3:2].[O:37]1[CH2:42][CH:41]=[C:40](B2OC(C)(C)C(C)(C)O2)[CH2:39][CH2:38]1.C(=O)([O-])[O-].[Cs+].[Cs+].[F-].[Cs+]>O.O1CCCC1.C1(C)C=CC=CC=1>[Si:1]([O:8][C@H:9]1[CH2:18][C:17]([CH3:20])([CH3:19])[CH2:16][C:15]2[N:14]=[C:13]([CH:21]([CH3:23])[CH3:22])[C:12]([C@@H:24]([C:26]3[CH:31]=[CH:30][C:29]([O:32][CH:33]([CH3:35])[CH3:34])=[CH:28][CH:27]=3)[OH:25])=[C:11]([C:40]3[CH2:41][CH2:42][O:37][CH2:38][CH:39]=3)[C:10]1=2)([C:4]([CH3:7])([CH3:6])[CH3:5])([CH3:3])[CH3:2] |f:2.3.4,5.6,8.9|. Solvent: O1CCCC1.C1(=CC=CC=C1)C (tetrahydrofurane toluene), O (water). The reactants are [Al+3], O=CNC1c2ccccc2Oc2ccccc21, [H-], [H-], [H-], [H-], [Li+], [Na+], C1CCOC1, [OH-], O. Yields the product CNC1c2ccccc2Oc2ccccc21. RXN SMILES: [Al+3:19].[CH:1](=[O:2])[NH:3][CH:4]1[c:5]2[cH:6][cH:7][cH:8][cH:9][c:10]2[O:11][c:12]2[cH:13][cH:14][cH:15][cH:16][c:17]21.[H-:18].[H-:21].[H-:22].[H-:23].[Li+:20].[Na+:26].[O:27]1[CH2:28][CH2:29][CH2:30][CH2:31]1.[OH-:25].[OH2:24]>>[CH3:1][NH:3][CH:4]1[c:5]2[cH:6][cH:7][cH:8][cH:9][c:10]2[O:11][c:12]2[cH:13][cH:14][cH:15][cH:16][c:17]21. Reactants: O=C(NC(CCO)C(=O)O)OCc1ccccc1, CC(=O)[O-], CC(=O)Cl, CC(=O)O, [Na+]. The product is CC(=O)OCCC(NC(=O)OCc1ccccc1)C(=O)O. RXN SMILES: [CH2:1]([c:2]1[cH:3][cH:4][cH:5][cH:6][cH:7]1)[O:8][C:9](=[O:10])[NH:11][CH:12]([CH2:13][CH2:14][OH:15])[C:16](=[O:17])[OH:18].[CH3:20][C:21]([O-:22])=[O:23].[CH3:24][C:25](=[O:26])[Cl:27].[CH3:28][C:29](=[O:30])[OH:31].[Na+:19]>>[CH2:1]([c:2]1[cH:3][cH:4][cH:5][cH:6][cH:7]1)[O:8][C:9](=[O:10])[NH:11][CH:12]([CH2:13][CH2:14][O:15][C:21]([CH3:20])=[O:22])[C:16](=[O:17])[OH:18]. The reactants are BrC=1C=C(N2N=CN=C(C21)N)C2=CC(=NC=C2)Cl (5-bromo-7-(2-chloro-pyridin-4-yl)-pyrrolo[2,1-f][1,2,4]triazin-4-ylamine), C(C1=CC=CC=C1)N1N=C2C=C(C=CC2=C1)B1OC(C(O1)(C)C)(C)C (2-benzyl-6-(4,4,5,5-tetramethyl-[1,3,2]dioxa-borolan-2-yl)-2H-indazole). Yields the product C(C1=CC=CC=C1)N1N=C2C=C(C=CC2=C1)C=1C=C(N2N=CN=C(C21)N)C2=CC(=NC=C2)Cl (5-(2-Benzyl-2H-indazol-6-yl)-7-(2-chloro-pyridin-4-yl)-pyrrolo[2,1-f][1,2,4]triazin-4-ylamine). The yield is 28.0%. Reaction SMILES: Br[C:2]1[CH:3]=[C:4]([C:12]2[CH:17]=[CH:16][N:15]=[C:14]([Cl:18])[CH:13]=2)[N:5]2[C:10]=1[C:9]([NH2:11])=[N:8][CH:7]=[N:6]2.[CH2:19]([N:26]1[CH:34]=[C:33]2[C:28]([CH:29]=[C:30](B3OC(C)(C)C(C)(C)O3)[CH:31]=[CH:32]2)=[N:27]1)[C:20]1[CH:25]=[CH:24][CH:23]=[CH:22][CH:21]=1>>[CH2:19]([N:26]1[CH:34]=[C:33]2[C:28]([CH:29]=[C:30]([C:2]3[CH:3]=[C:4]([C:12]4[CH:17]=[CH:16][N:15]=[C:14]([Cl:18])[CH:13]=4)[N:5]4[C:10]=3[C:9]([NH2:11])=[N:8][CH:7]=[N:6]4)[CH:31]=[CH:32]2)=[N:27]1)[C:20]1[CH:25]=[CH:24][CH:23]=[CH:22][CH:21]=1. Reported procedure: Using a procedure similar to that of Example 4 with 5-bromo-7-(2-chloro-pyridin-4-yl)-pyrrolo[2,1-f][1,2,4]triazin-4-ylamine and 2-benzyl-6-(4,4,5,5-tetramethyl-[1,3,2]dioxa-borolan-2-yl)-2H-indazole as starting materials, 60 mg (28%) of the desired product was isolated. 1H NMR (300 MHz, DMSO-d6) δ 8.60 (s, 1 H), 8.5 (d, 2 H), 8.0 (m, 2 H), 7.90 (d, 1 H), 7.70 (s, 1 H), 7.60-7.40 (m, 3 H), 7.25-7.15 (m, 4 H), 7.20 (s, 1 H), 5.70 (s, 2 H); ES-MS m/z 45224 [M+H]+, HPLC RT (min) 3.33. Reactants: CC1=CC=C(C=C1)C1=C(C=NO1)C(=O)OCC (ethyl 5-(4-methylphenyl)isoxazole-4-carboxylate), [H-].C(C(C)C)[Al+]CC(C)C (diisobutylaluminum hydride), Cl (hydrochloric acid). Solvent: O1CCCC1 (tetrahydrofuran). Conditions: time 2 hour. Product: ClCC=1C=NOC1C1=CC=C(C=C1)C (4-chloromethyl-5-(4-methylphenyl)isoxazole). The yield is 94.0%. As a reaction SMILES: [CH3:1][C:2]1[CH:7]=[CH:6][C:5]([C:8]2[O:12][N:11]=[CH:10][C:9]=2[C:13](OCC)=O)=[CH:4][CH:3]=1.[H-].C([Al+]CC(C)C)C(C)C.[ClH:28]>O1CCCC1>[Cl:28][CH2:13][C:9]1[CH:10]=[N:11][O:12][C:8]=1[C:5]1[CH:6]=[CH:7][C:2]([CH3:1])=[CH:3][CH:4]=1 |f:1.2|. Procedure: To a solution of ethyl 5-(4-methylphenyl)isoxazole-4-carboxylate (7.70 g) in tetrahydrofuran (100 ml) was gently added diisobutylaluminum hydride (1.0 M toluene solution, 83 ml) at 0° C. and the mixture was stirred at room temperature for 2 hr. The reaction mixture was poured into dilute hydrochloric acid, and the mixture was extracted with ethyl acetate. The ethyl acetate layer was washed with saturated brine, dried (MgSO4) and concentrated. The residue was dissolved in toluene (100 ml) and thi... Starting materials: CC(=O)OCC#CCOc1ccc(S(=O)(=O)O)cc1, CN(C)C=O, CCCCCCC, O=C(Cl)C(=O)Cl, ClCCl, [Na], O. Product: CC(=O)OCC#CCOc1ccc(S(=O)(=O)Cl)cc1. Reaction SMILES: [C:1]([CH3:2])(=[O:3])[O:4][CH2:5][C:6]#[C:7][CH2:8][O:9][c:10]1[cH:11][cH:12][c:13]([S:16](=[O:17])(=[O:18])[OH:19])[cH:14][cH:15]1.[CH3:21][N:22]([CH3:23])[CH:24]=[O:25].[CH3:36][CH2:37][CH2:38][CH2:39][CH2:40][CH2:41][CH3:42].[Cl:27][C:28]([C:29]([Cl:30])=[O:31])=[O:32].[Cl:33][CH2:34][Cl:35].[Na:20].[OH2:26]>>[C:1]([CH3:2])(=[O:3])[O:4][CH2:5][C:6]#[C:7][CH2:8][O:9][c:10]1[cH:11][cH:12][c:13]([S:16](=[O:17])(=[O:19])[Cl:27])[cH:14][cH:15]1. Starting materials: ClC1=C(C=C(C(=O)O)C=C1)C1=NC(=NO1)CN1C(=CC2=C(C(=CC=C12)C#N)C(F)(F)F)CCC (4-chloro-3-(3-{[5-cyano-2-propyl-4-(trifluoromethyl)-1H-indol-1-yl]methyl}-1,2,4-oxadiazol-5-yl)benzoic acid), CN(C)C=O (DMF), C(=O)(C(=O)Cl)Cl ((COCl)2). The solvent is C(Cl)Cl (CH2Cl2). Run at time 16 hour. Product: ClC1=C(C=C(C(=O)Cl)C=C1)C1=NC(=NO1)CN1C(=CC2=C(C(=CC=C12)C#N)C(F)(F)F)CCC (4-Chloro-3-(3-{[5-cyano-2-propyl-4-(trifluoromethyl)-1H-indol-1-yl]methyl}-1,2,4-oxadiazol-5-yl)benzoyl chloride). Reaction SMILES: [Cl:1][C:2]1[CH:10]=[CH:9][C:5]([C:6](O)=[O:7])=[CH:4][C:3]=1[C:11]1[O:15][N:14]=[C:13]([CH2:16][N:17]2[C:25]3[C:20](=[C:21]([C:28]([F:31])([F:30])[F:29])[C:22]([C:26]#[N:27])=[CH:23][CH:24]=3)[CH:19]=[C:18]2[CH2:32][CH2:33][CH3:34])[N:12]=1.CN(C=O)C.C(Cl)(C([Cl:44])=O)=O>C(Cl)Cl>[Cl:1][C:2]1[CH:10]=[CH:9][C:5]([C:6]([Cl:44])=[O:7])=[CH:4][C:3]=1[C:11]1[O:15][N:14]=[C:13]([CH2:16][N:17]2[C:25]3[C:20](=[C:21]([C:28]([F:29])([F:30])[F:31])[C:22]([C:26]#[N:27])=[CH:23][CH:24]=3)[CH:19]=[C:18]2[CH2:32][CH2:33][CH3:34])[N:12]=1. Reported procedure: A solution was prepared using 4-chloro-3-(3-{[5-cyano-2-propyl-4-(trifluoromethyl)-1H-indol-1-yl]methyl}-1,2,4-oxadiazol-5-yl)benzoic acid (0.100 g, 0.204 mmol), DMF (0.100 mL), (COCl)2 (2.0 mL, 21.0 mmol) and anhydrous CH2Cl2 (25 mL). The mixture was stirred at rt and for a period of 16 h and concentrated to dryness. The resulting product was used without purification (0.113 g). Starting materials: N1C(C2=C3C(C=CC=C13)=CC=C2)=O (benz[cd]indol-2(1H)-one), S(=O)(=O)(OCC)OCC (diethyl sulfate). Run in [OH-].[K+] (potassium hydroxide). Run at time 16 hour. Yields the product C(C)N1C(C2=C3C(C=CC=C13)=CC=C2)=O (N-ethylbenz[cd]indol-2(1H)-one). Isolated yield 46.0%. Reaction SMILES: [NH:1]1[C:9]2[C:4]3[C:5](=[CH:10][CH:11]=[CH:12][C:3]=3[C:2]1=[O:13])[CH:6]=[CH:7][CH:8]=2.S(OCC)(O[CH2:18][CH3:19])(=O)=O>[OH-].[K+]>[CH2:18]([N:1]1[C:9]2[C:4]3[C:5](=[CH:10][CH:11]=[CH:12][C:3]=3[C:2]1=[O:13])[CH:6]=[CH:7][CH:8]=2)[CH3:19] |f:2.3|. Reported procedure: A mixture of benz[cd]indol-2(1H)-one (15.0 g, 88.8 mmole) in 20% aqueous potassium hydroxide (200 ml) was heated at 55°-60° C. while 60 ml of diethyl sulfate was added dropwise over a three hour period. After 16 hours at room temperaure and an additional hour at 55°-60° C., the mixture was partitioned between dichloromethane and water. The organic phase was concentrated and purified by chromatography on silicon dioxide with 5% acetone/dichloromethane to give the desired product (8.0 g, 46%). Starting materials: [BH4-].[Na+] (Sodium borohydride), [H][H] (hydrogen), resultant suspension, Cl.BrC=1C=C2C(=CNC2=C(C1)C(=O)N)C=1CCNCC1 (5-bromo-3-(1,2,3,6-tetrahydro-4-pyridinyl)-1H-indole-7-carboxamide hydrochloride), Cl (Hydrochloric acid), [OH-].[Na+] (sodium hydroxide), [H][H] (hydrogen), C(C)(=O)O (acetic acid), [H][H] (hydrogen), resultant suspension, Intermediate 8. Reaction conditions: temperature 12.5 celsius. Procedure: Sodium borohydride (2.0 eq, 0.212 wt) was suspended in dry THF (10 vol) with stirring at 10-15° C. under nitrogen. Glacial acetic acid (2.0 eq, 0.321 vol) was then added dropwise over at least 15 mins at 10-25° C. at such a rate as to control effervescence (small exotherm, evolves hydrogen). Once the addition was complete, the resultant suspension was stirred for at least 15 mins under a flow of nitrogen until all visible effervescence has ceased. 5-bromo-3-(1,2,3,6-tetrahydro-4-pyridinyl)-1H-in... Yields the product BrC=1C=C2C(=CNC2=C(C1)C(=O)N)C1CCNCC1 (5-bromo-3-(4-piperidinyl)-1H-indole-7-carboxamide). As a reaction SMILES: [BH4-].[Na+].C(O)(=O)C.[H][H].Cl.[Br:10][C:11]1[CH:12]=[C:13]2[C:17](=[C:18]([C:20]([NH2:22])=[O:21])[CH:19]=1)[NH:16][CH:15]=[C:14]2[C:23]1[CH2:24][CH2:25][NH:26][CH2:27][CH:28]=1.Cl.[OH-].[Na+]>C1COCC1.O>[Br:10][C:11]1[CH:12]=[C:13]2[C:17](=[C:18]([C:20]([NH2:22])=[O:21])[CH:19]=1)[NH:16][CH:15]=[C:14]2[CH:23]1[CH2:24][CH2:25][NH:26][CH2:27][CH2:28]1 |f:0.1,4.5,7.8|. The solvent is C1CCOC1 (THF), O (Water).